Dataset: the Open Reaction Database (ORD), a public repository of structured organic reaction records. Task: describe an organic reaction: reactants, conditions, products, and yield Starting materials: BrCCBr, C[Si](C)(C)Cl, [Cu]I, Fc1nccnc1I, IC1CCC2(CC1)OCCO2, [Zn]. Yields the product Fc1nccnc1C1CCC2(CC1)OCCO2. As a reaction SMILES: [Br:1][CH2:2][CH2:3][Br:4].[Cl:5][Si:6]([CH3:7])([CH3:8])[CH3:9].[Cu:30][I:31].[F:21][c:22]1[n:23][cH:24][cH:25][n:26][c:27]1[I:28].[I:10][CH:11]1[CH2:12][CH2:13][C:14]2([O:15][CH2:16][CH2:17][O:18]2)[CH2:19][CH2:20]1.[Zn:29]>>[CH:11]1([c:27]2[c:22]([F:21])[n:23][cH:24][cH:25][n:26]2)[CH2:12][CH2:13][C:14]2([O:15][CH2:16][CH2:17][O:18]2)[CH2:19][CH2:20]1. Product: O=C(O)C1CN(C(=O)OCc2ccccc2)CCN1. Starting materials: O=C([O-])O, O=C(Cl)OCc1ccccc1, Cl, Cl, [Cu+2], O=C(O)C1CNCCN1, [Na+], [Na+], C1COCCO1, [OH-], O, O, O, O, O, O, O=S(=O)([O-])[O-]. As a reaction SMILES: [C:14](=[O:15])([OH:16])[O-:17].[CH2:19]([c:20]1[cH:21][cH:22][cH:23][cH:24][cH:25]1)[O:26][C:27](=[O:28])[Cl:29].[ClH:1].[ClH:2].[Cu+2:47].[NH:3]1[CH:4]([C:9](=[O:10])[OH:11])[CH2:5][NH:6][CH2:7][CH2:8]1.[Na+:13].[Na+:18].[O:31]1[CH2:32][CH2:33][O:34][CH2:35][CH2:36]1.[OH-:12].[OH2:30].[OH2:37].[OH2:38].[OH2:39].[OH2:40].[OH2:41].[S:42]([O-:43])([O-:44])(=[O:45])=[O:46]>>[NH:3]1[CH:4]([C:9](=[O:10])[OH:11])[CH2:5][N:6]([C:27]([O:26][CH2:19][c:20]2[cH:21][cH:22][cH:23][cH:24][cH:25]2)=[O:28])[CH2:7][CH2:8]1. Reactants: C1CCOC1, COC(=O)c1ccc(OC)c2c1OCC1(CO2)CSC1, C[Si](C)(C)[N-][Si](C)(C)C, Cc1c(Cl)cncc1Cl, [Li+]. The product is COc1ccc(C(=O)Cc2c(Cl)cncc2Cl)c2c1OCC1(CO2)CSC1. Reaction SMILES: [CH2:40]1[O:41][CH2:42][CH2:43][CH2:44]1.[CH3:10][O:11][C:12](=[O:13])[c:14]1[cH:15][cH:16][c:17]([O:28][CH3:29])[c:18]2[c:24]1[O:23][CH2:22][C:21]1([CH2:20][O:19]2)[CH2:25][S:26][CH2:27]1.[CH3:31][Si:32]([N-:33][Si:34]([CH3:35])([CH3:36])[CH3:37])([CH3:38])[CH3:39].[Cl:1][c:2]1[cH:3][n:4][cH:5][c:6]([Cl:9])[c:7]1[CH3:8].[Li+:30]>>[Cl:1][c:2]1[cH:3][n:4][cH:5][c:6]([Cl:9])[c:7]1[CH2:8][C:12](=[O:11])[c:14]1[cH:15][cH:16][c:17]([O:28][CH3:29])[c:18]2[c:24]1[O:23][CH2:22][C:21]1([CH2:20][O:19]2)[CH2:25][S:26][CH2:27]1. The reactants are C(C1=CC=CC=C1)[C@H]1CSC[C@@H](C(N1CC(=O)O)=O)N[C@@H](CCC1=CC=CC=C1)C(=O)OCC (α-{3(S)-benzyl-6(R)-[1(S)-ethoxycarbonyl-3-phenylpropylamino]-5-oxoperhydro-1,4-thiazepin-4-yl}acetic acid), [OH-].[Na+] (sodium hydroxide). Yields the product C(C1=CC=CC=C1)[C@H]1CSC[C@@H](C(N1CC(=O)O)=O)N[C@@H](CCC1=CC=CC=C1)C(=O)O (α-{3(S)-Benzyl-6(R)-[1(S)-carboxy-3-phenylpropylamino]-5-oxoperhydro-1,4-thiazepin-4-yl}acetic acid). Yield: 73.3%. RXN SMILES: [CH2:1]([C@@H:8]1[N:14]([CH2:15][C:16]([OH:18])=[O:17])[C:13](=[O:19])[C@@H:12]([NH:20][C@H:21]([C:30]([O:32]CC)=[O:31])[CH2:22][CH2:23][C:24]2[CH:29]=[CH:28][CH:27]=[CH:26][CH:25]=2)[CH2:11][S:10][CH2:9]1)[C:2]1[CH:7]=[CH:6][CH:5]=[CH:4][CH:3]=1.[OH-].[Na+]>>[CH2:1]([C@@H:8]1[N:14]([CH2:15][C:16]([OH:18])=[O:17])[C:13](=[O:19])[C@@H:12]([NH:20][C@H:21]([C:30]([OH:32])=[O:31])[CH2:22][CH2:23][C:24]2[CH:25]=[CH:26][CH:27]=[CH:28][CH:29]=2)[CH2:11][S:10][CH2:9]1)[C:2]1[CH:3]=[CH:4][CH:5]=[CH:6][CH:7]=1 |f:1.2|. Procedure: 326 mg of α-{3(S)-benzyl-6(R)-[1(S)-ethoxycarbonyl-3-phenylpropylamino]-5-oxoperhydro-1,4-thiazepin-4-yl}acetic acid were hydrolyzed with aqueous sodium hydroxide in the same manner as described in Example 5, to give 225 mg of the title compound as a powder. Starting materials: [Br-], CC(C)(C)[Si](C)(C)OCCCCCBr, C[Mg+]. The product is [Br-], CC(C)(C)[Si](C)(C)OCCCCC[Mg+]. RXN SMILES: [Br-:15].[Br:1][CH2:2][CH2:3][CH2:4][CH2:5][CH2:6][O:7][Si:8]([CH3:9])([CH3:10])[C:11]([CH3:12])([CH3:13])[CH3:14].[CH3:16][Mg+:17]>>[Br-:1].[CH2:2]([CH2:3][CH2:4][CH2:5][CH2:6][O:7][Si:8]([CH3:9])([CH3:10])[C:11]([CH3:12])([CH3:13])[CH3:14])[Mg+:17]. The reactants are [OH-].[K+] (potassium hydroxide), C(C)(=O)O[C@@H]1CC2=CC[C@@H]3[C@H](CC[C@@]4([C@H](CC[C@@H]34)OC(C)=O)C=CCl)[C@]2(CC1)C (3β,17β-diacetoxy-13-(2-chlorovinyl)-10-methyl-gon-5-ene). Run in CO (methanol). Reaction conditions: temperature 45 celsius, time 90 minute. The product is ClC=C[C@]12[C@H](CC[C@H]2[C@H]2[C@H](CC1)[C@]1(CC[C@@H](CC1=CC2)O)C)O (13-(2-chlorovinyl)-10-methyl-gon-5-ene-3β,17β-diol). RXN SMILES: [OH-].[K+].C([O:6][C@H:7]1[CH2:30][CH2:29][C@@:28]2([CH3:31])[C:9](=[CH:10][CH2:11][C@H:12]3[C@H:20]4[C@@:16]([CH:25]=[CH:26][Cl:27])([C@@H:17]([O:21]C(=O)C)[CH2:18][CH2:19]4)[CH2:15][CH2:14][C@@H:13]32)[CH2:8]1)(=O)C>CO>[Cl:27][CH:26]=[CH:25][C@:16]12[CH2:15][CH2:14][C@@H:13]3[C@:28]4([CH3:31])[C:9](=[CH:10][CH2:11][C@H:12]3[C@@H:20]1[CH2:19][CH2:18][C@@H:17]2[OH:21])[CH2:8][C@@H:7]([OH:6])[CH2:30][CH2:29]4 |f:0.1|. Procedure: After adding 66 ml of a 10% strength aqueous potassium hydroxide solution, a solution of 1.68 g of 3β,17β-diacetoxy-13-(2-chlorovinyl)-10-methyl-gon-5-ene (a mixture of the cis and trans isomers in a ratio of 1:3) in 132 ml of methanol is stirred for 90 minutes at 45° C whilst passing nitrogen through the mixture. The reaction mixture is then concentrated to about 40 ml in a water pump vacuum and taken up in ethyl acetate. The organic phase, which is separated off, is washed with 1 N hydrochlori... The reactants are CN, CCn1c(=O)c(-c2c(Cl)ccc(N)c2F)cc2cnc(Cl)cc21, C1COCCO1. The product is CCn1c(=O)c(-c2c(Cl)ccc(N)c2F)cc2cnc(NC)cc21. RXN SMILES: [CH3:24][NH2:25].[NH2:1][c:2]1[c:3]([F:23])[c:4](-[c:9]2[c:10](=[O:22])[n:11]([CH2:20][CH3:21])[c:12]3[cH:13][c:14]([Cl:19])[n:15][cH:16][c:17]3[cH:18]2)[c:5]([Cl:8])[cH:6][cH:7]1.[O:26]1[CH2:27][CH2:28][O:29][CH2:30][CH2:31]1>>[NH2:1][c:2]1[c:3]([F:23])[c:4](-[c:9]2[c:10](=[O:22])[n:11]([CH2:20][CH3:21])[c:12]3[cH:13][c:14]([NH:25][CH3:24])[n:15][cH:16][c:17]3[cH:18]2)[c:5]([Cl:8])[cH:6][cH:7]1.